From a dataset of the Open Reaction Database (ORD), a public repository of structured organic reaction records. describe an organic reaction: reactants, conditions, products, and yield The reactants are OC(CC=1C=C(C(=NC1)C1=CCN(CC1)C(=O)OC(C)(C)C)F)CO (tert-butyl 5-(2,3-dihydroxypropyl)-3-fluoro-5′,6′-dihydro-[2,4′-bipyridine]-1′(2′H)-carboxylate), Cl (HCl), O1CCOCC1 (1,4-dioxane), C(C)OCC (ethyl ether). Run in ClCCl (dichloromethane). Product: FC=1C(=NC=C(C1)CC(CO)O)C=1CCNCC1 (3-(3-fluoro-1′,2′,3′,6′-tetrahydro-[2,4′-bipyridin]-5-yl)propane-1,2-diol). Yield: 91.3%. Reaction SMILES: [OH:1][CH:2]([CH2:24][OH:25])[CH2:3][C:4]1[CH:5]=[C:6]([F:23])[C:7]([C:10]2[CH2:15][CH2:14][N:13](C(OC(C)(C)C)=O)[CH2:12][CH:11]=2)=[N:8][CH:9]=1.Cl.O1CCOCC1.C(OCC)C>ClCCl>[F:23][C:6]1[C:7]([C:10]2[CH2:15][CH2:14][NH:13][CH2:12][CH:11]=2)=[N:8][CH:9]=[C:4]([CH2:3][CH:2]([OH:1])[CH2:24][OH:25])[CH:5]=1. Procedure details: A solution of 42 (0.31 g, 0.868 mmol) in dichloromethane (2.0 mL) was treated at 38° C. with 4 mol/L HCl in 1,4-dioxane (4.34 mmol, 1.1 mL) in a sealed vessel for 16 hrs. The resulting suspension was stirred for 1 h with ethyl ether. The solid precipitate was collected on filter paper and washed several times with ethyl ether to afford 200 mg (70%) of 43 as a tan solid which was used directly for the next step. LC/MS (M+1) 253. Reactants: C(CCCCCCCCCCC)OC1=C(C=C(C=O)C=C1)OC (4-Dodecyloxy-3-methoxybenzaldehyde), C(C)(=O)[O-].[NH4+] (ammonium acetate), [N+](=O)([O-])C (nitromethane). The solvent is CO (methanol). The product is [N+](=O)([O-])C=CC1=CC(=C(C=C1)OCCCCCCCCCCCC)OC (1-Nitro-2-(4-dodecyloxy-3-methoxyphenyl)ethene). Reaction SMILES: [CH2:1]([O:13][C:14]1[CH:21]=[CH:20][C:17]([CH:18]=O)=[CH:16][C:15]=1[O:22][CH3:23])[CH2:2][CH2:3][CH2:4][CH2:5][CH2:6][CH2:7][CH2:8][CH2:9][CH2:10][CH2:11][CH3:12].C([O-])(=O)C.[NH4+].[N+:29]([CH3:32])([O-:31])=[O:30]>CO>[N+:29]([CH:32]=[CH:18][C:17]1[CH:20]=[CH:21][C:14]([O:13][CH2:1][CH2:2][CH2:3][CH2:4][CH2:5][CH2:6][CH2:7][CH2:8][CH2:9][CH2:10][CH2:11][CH3:12])=[C:15]([O:22][CH3:23])[CH:16]=1)([O-:31])=[O:30] |f:1.2|. Reported procedure: 4-Dodecyloxy-3-methoxybenzaldehyde (166 g; 0.519 mol) is heated for 2 hours at 100° C. with ammonium acetate (20 g; 0.388 mol) and nitromethane (49 ml; 0.914 mol). The resulting melt is then added dropwise with vigorous stirring to methanol, yellow crystals precipitating. After filtration, the residue is washed several times with methanol and then dried. Reactants: BrB(Br)Br, O=C1CN(c2ccc(-c3nccs3)cc2OCc2ccccc2)S(=O)(=O)N1, ClCCl, O. Yields the product O=C1CN(c2ccc(-c3nccs3)cc2O)S(=O)(=O)N1. Reaction SMILES: [B:28]([Br:29])([Br:30])[Br:31].[CH2:1]([c:2]1[cH:3][cH:4][cH:5][cH:6][cH:7]1)[O:8][c:9]1[c:10]([N:20]2[CH2:21][C:22](=[O:27])[NH:23][S:24]2(=[O:25])=[O:26])[cH:11][cH:12][c:13](-[c:15]2[s:16][cH:17][cH:18][n:19]2)[cH:14]1.[Cl:33][CH2:34][Cl:35].[OH2:32]>>[OH:8][c:9]1[c:10]([N:20]2[CH2:21][C:22](=[O:27])[NH:23][S:24]2(=[O:25])=[O:26])[cH:11][cH:12][c:13](-[c:15]2[s:16][cH:17][cH:18][n:19]2)[cH:14]1. The reactants are [Cl-].[NH4+] (Ammonium chloride), O (water), FC1=C(C=CC=C1)NC1=NN=C(O1)C(=O)NC1CCN(CC1)C1=CC=C(C=[N+]1[O-])CC(=O)OC (Methyl (6-{4-[({5-[(2-fluorophenyl)amino]-1,3,4-oxadiazol-2-yl}carbonyl)amino]piperidin-1-yl}-1-oxidopyridin-3-yl)acetate). Reagents/catalysts: [Zn] (Zn). Solvent: CS(=O)C (DMSO), C1CCOC1 (THF). Conditions: time 8 hour. Yields the product FC1=C(C=CC=C1)NC1=NN=C(O1)C(=O)NC1CCN(CC1)C1=CC=C(C=N1)CC(=O)OC (methyl (6-{4-[({5-[(2-fluorophenyl)amino]-1,3,4-oxadiazol-2-yl}carbonyl)amino]piperidin-1-yl}pyridin-3-yl)acetate). As a reaction SMILES: [F:1][C:2]1[CH:7]=[CH:6][CH:5]=[CH:4][C:3]=1[NH:8][C:9]1[O:13][C:12]([C:14]([NH:16][CH:17]2[CH2:22][CH2:21][N:20]([C:23]3[N+:28]([O-])=[CH:27][C:26]([CH2:30][C:31]([O:33][CH3:34])=[O:32])=[CH:25][CH:24]=3)[CH2:19][CH2:18]2)=[O:15])=[N:11][N:10]=1.O.[Cl-].[NH4+]>C1COCC1.CS(C)=O.[Zn]>[F:1][C:2]1[CH:7]=[CH:6][CH:5]=[CH:4][C:3]=1[NH:8][C:9]1[O:13][C:12]([C:14]([NH:16][CH:17]2[CH2:18][CH2:19][N:20]([C:23]3[N:28]=[CH:27][C:26]([CH2:30][C:31]([O:33][CH3:34])=[O:32])=[CH:25][CH:24]=3)[CH2:21][CH2:22]2)=[O:15])=[N:11][N:10]=1 |f:2.3|. Procedure details: Methyl (6-{4-[({5-[(2-fluorophenyl)amino]-1,3,4-oxadiazol-2-yl}carbonyl)amino]piperidin-1-yl}-1-oxidopyridin-3-yl)acetate (40 mg, 0.09 mmol) was stirred in THF (1.3 mL) at room temperature and water (1.3 mL) was added. Ammonium chloride (334 mg, 6.24 mmol) was added to the mixture followed by Zn dust (26 mg, 0.38 mmol). The reaction mixture was stirred overnight before diluting with 2 mL DMSO and filtering. The filtrate was purified by preparative HPLC to yield the title compound (Intermediate 1... Yields the product COC1=CC2=C(N(C=N2)C\C=C/2\C3=C(OCC4=C2C=CC=C4)C=CC(=C3)C(=O)OC)C=C1 (methyl (E)-11-[2-(5-methoxy-1-benzimidazolyl)ethylidene]-6,11-dihydrodibenz[b,e]oxepin-2-carboxylate), COC=1C=CC2=C(N(C=N2)C\C=C/2\C3=C(OCC4=C2C=CC=C4)C=CC(=C3)C(=O)OC)C1 (methyl (E)-11-[2-(6-methoxy-1-benzimidazolyl)ethylidene]-6,11-dihydrodibenz[b,e]oxepin-2-carboxylate), mixture. Reported procedure: Compound h, 2.9 g, and 4.2 g of 5-methoxybenzimidazole were treated in a manner similar to Example 23 to give a 1:1 mixture of Compounds E-61a and E-62a. The mixture was separated and purified by silica gel column chromatography (eluting solvent, hexane:ethyl acetate:triethylamine=10:10:1) to give 0.8 g of methyl (E)-11-[2-(5-methoxy-1-benzimidazolyl)ethylidene]-6,11-dihydrodibenz[b,e]oxepin-2-carboxylate (Compound E-61a), 0.5 g of methyl (E)-11-[2-(6-methoxy-1-benzimidazolyl)ethylidene]-6,11-di... Starting materials: ClC\C=C/1\C2=C(OCC3=C1C=CC=C3)C=CC(=C2)C(=O)OC (Methyl (E)-11-(2-chloroethylidene)-6,11-dihydrodibenz[b,e]oxepin-2-carboxylate), COC1=CC2=C(N=CN2)C=C1 (5-methoxybenzimidazole). As a reaction SMILES: Cl[CH2:2]/[CH:3]=[C:4]1/[C:5]2[CH:18]=[C:17]([C:19]([O:21][CH3:22])=[O:20])[CH:16]=[CH:15][C:6]=2[O:7][CH2:8][C:9]2[CH:14]=[CH:13][CH:12]=[CH:11][C:10]/1=2.[CH3:23][O:24][C:25]1[CH:33]=[CH:32][C:28]2[N:29]=[CH:30][NH:31][C:27]=2[CH:26]=1>>[CH3:23][O:24][C:25]1[CH:33]=[CH:32][C:28]2[N:29]([CH2:2]/[CH:3]=[C:4]3/[C:5]4[CH:18]=[C:17]([C:19]([O:21][CH3:22])=[O:20])[CH:16]=[CH:15][C:6]=4[O:7][CH2:8][C:9]4[CH:14]=[CH:13][CH:12]=[CH:11][C:10]/3=4)[CH:30]=[N:31][C:27]=2[CH:26]=1.[CH3:23][O:24][C:25]1[CH:33]=[CH:32][C:28]2[N:29]=[CH:30][N:31]([CH2:2]/[CH:3]=[C:4]3/[C:5]4[CH:18]=[C:17]([C:19]([O:21][CH3:22])=[O:20])[CH:16]=[CH:15][C:6]=4[O:7][CH2:8][C:9]4[CH:14]=[CH:13][CH:12]=[CH:11][C:10]/3=4)[C:27]=2[CH:26]=1.